This data is from the Open Reaction Database (ORD), a public repository of structured organic reaction records. The task is: describe an organic reaction: reactants, conditions, products, and yield The reactants are O=C(Nc1ccc([N+](=O)[O-])cc1Br)C(C(F)(F)F)(C(F)(F)F)C(F)(F)F, OCCC[N+](CCCO)(CCCO)CCCO. Product: CC(C(=O)Nc1ccc([N+](=O)[O-])cc1Br)(C(F)(F)F)C(F)(F)F. Reaction SMILES: [Br:1][c:2]1[c:3]([NH:4][C:5]([C:6]([C:7]([F:8])([F:9])[F:10])([C:11]([F:12])([F:13])[F:14])[C:15]([F:16])([F:17])[F:18])=[O:19])[cH:20][cH:21][c:22]([N+:24](=[O:25])[O-:26])[cH:23]1.[OH:27][CH2:28][CH2:29][CH2:30][N+:31]([CH2:32][CH2:33][CH2:34][OH:35])([CH2:36][CH2:37][CH2:38][OH:39])[CH2:40][CH2:41][CH2:42][OH:43]>>[Br:1][c:2]1[c:3]([NH:4][C:5]([C:6]([C:7]([F:8])([F:9])[F:10])([C:11]([F:12])([F:13])[F:14])[CH3:15])=[O:19])[cH:20][cH:21][c:22]([N+:24](=[O:25])[O-:26])[cH:23]1. The reactants are CN1CCCC1=O (NMP), C([O-])([O-])=O.[K+].[K+] (potassium carbonate), BrCC(=O)OCC (ethyl bromoacetate), C(C)(C)(C)OC(=O)N1CCN(CC1)C=1C=CC(=C(C=O)C1)O (5-(4-tert-butoxycarbonylpiperazin-1-yl)-2-hydroxybenzaldehyde). Solvent: O (water). Run at time 3 hour. Yields the product C(C)(C)(C)OC(=O)N1CCN(CC1)C=1C=CC2=C(C=C(O2)C(=O)OCC)C1 (ethyl 5-(4-tert-butoxycarbonylpiperazin-1-yl)benzofuran-2-carboxylate). Reaction SMILES: [C:1]([O:5][C:6]([N:8]1[CH2:13][CH2:12][N:11]([C:14]2[CH:15]=[CH:16][C:17]([OH:22])=[C:18]([CH:21]=2)[CH:19]=O)[CH2:10][CH2:9]1)=[O:7])([CH3:4])([CH3:3])[CH3:2].CN1C(=O)CCC1.C(=O)([O-])[O-].[K+].[K+].Br[CH2:37][C:38]([O:40][CH2:41][CH3:42])=[O:39]>O>[C:1]([O:5][C:6]([N:8]1[CH2:9][CH2:10][N:11]([C:14]2[CH:15]=[CH:16][C:17]3[O:22][C:37]([C:38]([O:40][CH2:41][CH3:42])=[O:39])=[CH:19][C:18]=3[CH:21]=2)[CH2:12][CH2:13]1)=[O:7])([CH3:4])([CH3:2])[CH3:3] |f:2.3.4|. Procedure: 520 mg of 5-(4-tert-butoxycarbonylpiperazin-1-yl)-2-hydroxybenzaldehyde are added at 20° under nitrogen with stirring to 5 ml of NMP, and 0.25 g of potassium carbonate and 0.2 ml of ethyl bromoacetate are added to the solution. The mixture is stirred at 105° for 3 hours and then cooled to 25°. The batch is added to 30 ml of water (10°) with stirring, the aqueous phase is extracted at 10° with 3 times 30 ml of ethyl acetate, and the combined organic phases are washed with 30 ml of saturated NaCl ... Reactants: Nc1ccc2c(c1)CCCC2=O, O, O=S(=O)(Cl)c1ccccc1, c1ccncc1. Yields the product O=C1CCCc2cc(NS(=O)(=O)c3ccccc3)ccc21. RXN SMILES: [NH2:1][c:2]1[cH:3][c:4]2[c:9]([cH:10][cH:11]1)[C:8](=[O:12])[CH2:7][CH2:6][CH2:5]2.[OH2:29].[c:13]1([S:19](=[O:20])(=[O:21])[Cl:22])[cH:14][cH:15][cH:16][cH:17][cH:18]1.[cH:23]1[cH:24][cH:25][n:26][cH:27][cH:28]1>>[NH:1]([c:2]1[cH:3][c:4]2[c:9]([cH:10][cH:11]1)[C:8](=[O:12])[CH2:7][CH2:6][CH2:5]2)[S:19]([c:13]1[cH:14][cH:15][cH:16][cH:17][cH:18]1)(=[O:20])=[O:21]. The reactants are Br, CC(=O)O, COc1ccc2c(c1)C(=O)C(C)(C)CC2c1ccc(Cl)cc1. Product: CC1(C)CC(c2ccc(Cl)cc2)c2ccc(O)cc2C1=O. RXN SMILES: [BrH:27].[CH3:23][C:24](=[O:25])[OH:26].[Cl:1][c:2]1[cH:3][cH:4][c:5]([CH:8]2[CH2:9][C:10]([CH3:21])([CH3:22])[C:11](=[O:20])[c:12]3[cH:13][c:14]([O:18][CH3:19])[cH:15][cH:16][c:17]32)[cH:6][cH:7]1>>[Cl:1][c:2]1[cH:3][cH:4][c:5]([CH:8]2[CH2:9][C:10]([CH3:21])([CH3:22])[C:11](=[O:20])[c:12]3[cH:13][c:14]([OH:18])[cH:15][cH:16][c:17]32)[cH:6][cH:7]1. The reactants are S(=O)(=O)(O)Cl.CC1=CC=C(C(=C1)OC)OC (2-Methyl-4,5-dimethoxy-benzene sulfochloride), N (ammonia). Reaction conditions: time 4 hour. Product: CC1=C(C=C(C(=C1)OC)OC)S(=O)(=O)N (2-Methyl-4,5-dimethoxy-benzene sulfonamide). As a reaction SMILES: [S:1](Cl)([OH:4])(=O)=[O:2].[CH3:6][C:7]1[CH:12]=[C:11]([O:13][CH3:14])[C:10]([O:15][CH3:16])=[CH:9][CH:8]=1.[NH3:17]>>[CH3:6][C:7]1[CH:12]=[C:11]([O:13][CH3:14])[C:10]([O:15][CH3:16])=[CH:9][C:8]=1[S:1]([NH2:17])(=[O:4])=[O:2] |f:0.1|. Procedure details: 18 gm (0.07 mol) of the compound obtained in step (a) were suspended in 200 ml of concentrated ammonia, and the suspension was stirred at room temperature for 4 hours. Thereafter, the mixture was suction-filtered, the filter cake was washed with water, and the desired sulfonamide was obtained as an amorphous product after drying. Rf -value (benzene/acetone = 1/1): 0.6. Reaction conditions: temperature 78 celsius, time 18 hour. Yield: 86.0%. Reaction SMILES: [NH2:1][C:2]1[C:7]([OH:8])=[CH:6][CH:5]=[CH:4][N:3]=1.CCO[C:12]([S-:14])=S.[K+].[CH3:16]CO>>[CH3:16][S:14][C:12]1[O:8][C:7]2[C:2]([N:1]=1)=[N:3][CH:4]=[CH:5][CH:6]=2 |f:1.2|. Product: CSC=1OC=2C(=NC=CC2)N1 (2-(Methylthio)oxazolo[4,5-b]pyridine), 2-thiooxazolo[4,5-b]pyridine. Starting materials: NC1=NC=CC=C1O (2-amino-3-hydroxypyridine), CCO (EtOH), CCOC(=S)[S-].[K+] (potassium ethyl xanthogenate). Procedure: 2-(Methylthio)oxazolo[4,5-b]pyridine was prepared according to the procedures of Chu-Moyer and Berger (J. Org. Chem. 1995, 60, 5721-5725) with minor modifications. To a suspension of 2-amino-3-hydroxypyridine (2.8 g, 25 mmol) in EtOH (62 mL, 0.4 M) was added potassium ethyl xanthogenate (8.0 g, 50 mmol, 2 equiv). The reaction mixture was heated to reflux (78° C.) and stirred for a period of 18 hours. The reaction mixture was concentrated to dryness and the resulting residue was dissolved in wate... Yields the product CC(=O)Nc1ccc(C(C)C#N)cc1[N+](=O)[O-]. RXN SMILES: [C:1](#[N:2])[CH:3]([c:4]1[cH:5][cH:6][c:7]([NH:10][C:11]([CH3:12])=[O:13])[cH:8][cH:9]1)[CH3:14].[CH3:15][C:16]([O:17][C:18]([CH3:19])=[O:20])=[O:21].[OH2:26].[OH:22][N+:23]([O-:24])=[O:25]>>[C:1](#[N:2])[CH:3]([c:4]1[cH:5][c:6]([N+:23](=[O:22])[O-:24])[c:7]([NH:10][C:11]([CH3:12])=[O:13])[cH:8][cH:9]1)[CH3:14]. Reactants: CC(=O)Nc1ccc(C(C)C#N)cc1, CC(=O)OC(C)=O, O, O=[N+]([O-])O.